From a dataset of the Open Reaction Database (ORD), a public repository of structured organic reaction records. describe an organic reaction: reactants, conditions, products, and yield Reactants: O (Water), FC1=C(C(=O)OC)C=C(C(=C1)CCC)OC (Methyl 2-fluoro-5-methoxy-4-propylbenzoate), B(Br)(Br)Br (Boron tribromide), [OH-].[Na+] (NaOH). The solvent is C(Cl)Cl (CH2Cl2), C(Cl)Cl (Methylene chloride). Reaction conditions: temperature -70 celsius, time 8 hour. Product: FC1=C(C(=O)O)C=C(C(=C1)CCC)O (2-fluoro-5-hydroxy-4-propylbenzoic acid). The yield is 97.7%. As a reaction SMILES: [F:1][C:2]1[CH:11]=[C:10]([CH2:12][CH2:13][CH3:14])[C:9]([O:15]C)=[CH:8][C:3]=1[C:4]([O:6]C)=[O:5].B(Br)(Br)Br.[OH-].[Na+].O>C(Cl)Cl>[F:1][C:2]1[CH:11]=[C:10]([CH2:12][CH2:13][CH3:14])[C:9]([OH:15])=[CH:8][C:3]=1[C:4]([OH:6])=[O:5] |f:2.3|. Procedure details: Methyl 2-fluoro-5-methoxy-4-propylbenzoate (1.27 g, 5.63 mmol) was dissolved in CH2Cl2 (20 mL) and cooled to -70° C. Boron tribromide (1.64 mL, 16.9 mmol) was added and the temperature was slowly raised to 0° C. during 4.5 h. Methylene chloride (20 mL) and 2M NaOH (25 mL) were added and the mixture was stirred overnight at room temperature. Water (20 mL) was added, the phases separated and the aqueous phase was extracted with CH2Cl2 (20 mL) and acidified to pH 1 by concentrated HCl thus precipit... Starting materials: Cc1cc2cc(CBr)c(Br)nc2cc1Cl, CCOP(OCC)OCC, Cc1ccccc1. Product: CCOP(=O)(Cc1cc2cc(C)c(Cl)cc2nc1Br)OCC. Reaction SMILES: [Br:1][c:2]1[n:3][c:4]2[cH:5][c:6]([Cl:15])[c:7]([CH3:14])[cH:8][c:9]2[cH:10][c:11]1[CH2:12][Br:13].[CH2:16]([CH3:17])[O:18][P:19]([O:20][CH2:21][CH3:22])[O:23][CH2:24][CH3:25].[CH3:26][c:27]1[cH:28][cH:29][cH:30][cH:31][cH:32]1>>[Br:1][c:2]1[n:3][c:4]2[cH:5][c:6]([Cl:15])[c:7]([CH3:14])[cH:8][c:9]2[cH:10][c:11]1[CH2:12][P:19]([O:18][CH2:16][CH3:17])([O:20][CH2:21][CH3:22])=[O:23]. Reactants: O=C(Cl)c1ccc(Oc2cc(Cl)cc(Cl)c2)[nH]1, CC(C)C(=O)Nc1cccc(C2CCN(CCC(N)c3ccccc3)CC2)c1. Product: CC(C)C(=O)Nc1cccc(C2CCN(CCC(NC(=O)c3ccc(Oc4cc(Cl)cc(Cl)c4)[nH]3)c3ccccc3)CC2)c1. RXN SMILES: [Cl:29][c:30]1[cH:31][c:32]([O:33][c:34]2[cH:35][cH:36][c:37]([C:39](=[O:40])[Cl:41])[nH:38]2)[cH:42][c:43]([Cl:45])[cH:44]1.[NH2:1][CH:2]([CH2:3][CH2:4][N:5]1[CH2:6][CH2:7][CH:8]([c:11]2[cH:12][c:13]([NH:17][C:18]([CH:19]([CH3:20])[CH3:21])=[O:22])[cH:14][cH:15][cH:16]2)[CH2:9][CH2:10]1)[c:23]1[cH:24][cH:25][cH:26][cH:27][cH:28]1>>[NH:1]([CH:2]([CH2:3][CH2:4][N:5]1[CH2:6][CH2:7][CH:8]([c:11]2[cH:12][c:13]([NH:17][C:18]([CH:19]([CH3:20])[CH3:21])=[O:22])[cH:14][cH:15][cH:16]2)[CH2:9][CH2:10]1)[c:23]1[cH:24][cH:25][cH:26][cH:27][cH:28]1)[C:39]([c:37]1[cH:36][cH:35][c:34]([O:33][c:32]2[cH:31][c:30]([Cl:29])[cH:44][c:43]([Cl:45])[cH:42]2)[nH:38]1)=[O:40]. The reactants are C(C=C)(=O)OCC (ethyl acrylate), B(F)(F)F (boron trifluoride), N(=NC(C#N)(C)C)C(C#N)(C)C (azobis(isobutyronitrile)), C=C (ethylene), C1(\C=C/C(=O)O1)=O (maleic anhydride), C(C=C)(=O)OCC=C (allyl acrylate), C=C (ethylene). Solvent: CC(=O)C (acetone), C(Cl)Cl (methylene chloride). Product: C=C.C(C=C)(=O)OCC.C(C=C)(=O)OCC=C.C1(\C=C/C(=O)O1)=O (Ethylene/Ethyl Acrylate Allyl Acrylate Maleic Anhydride). RXN SMILES: [C:1](OCC)(=O)[CH:2]=C.[C:8]1(=[O:14])[O:13][C:11](=[O:12])[CH:10]=[CH:9]1.[C:15]([O:19][CH2:20][CH:21]=[CH2:22])(=[O:18])[CH:16]=[CH2:17].N(C(C)(C)C#N)=NC(C)(C)C#N.B(F)(F)F.C=C>CC(C)=O.C(Cl)Cl>[CH2:1]=[CH2:2].[C:15]([O:19][CH2:20][CH3:21])(=[O:18])[CH:16]=[CH2:17].[C:15]([O:19][CH2:20][CH:21]=[CH2:22])(=[O:18])[CH:16]=[CH2:17].[C:11]1(=[O:12])[O:13][C:8](=[O:14])[CH:9]=[CH:10]1 |f:8.9.10.11|. Procedure details: A 7.57-liter stirred autoclave was charged under nitrogen with 4000 ml. of methylene chloride, 400 grams of ethyl acrylate, 20 grams of maleic anhydride, 1.2 grams of allyl acrylate, and 1.0 gram of azobis(isobutyronitrile). It was then sealed, charged with 300 grams of boron trifluoride, and pressured to 21 kg./sq. cm. with ethylene. The subsequent copolymerization at 25° C. was continued until pressure measurement indicated that ethylene uptake had ceased (about two hours later). The reaction ... The reactants are COC(C(CC(=CCC=1C(=C2C(OCC2=C(C1OC)C)=O)O)C)CC=CCP(=O)(OC)OC)=O (2-[4-(Dimethoxy-phosphoryl)-but-2-enyl]-6-(4-hydroxy-6-methoxy-7-methyl-3-oxo-1,3-dihydro-isobenzofuran-5-yl)-4-methyl-hex-4-enoic acid methyl ester), O[Li].O (LiOH.H2O), O[Li].O (LiOH.H2O). Run in O.CO.C1CCOC1 (H2O MeOH THF). Reaction conditions: time 16 hour. Product: COP(=O)(OC)CC=CCC(C(=O)O)CC(=CCC=1C(=C2C(OCC2=C(C1OC)C)=O)O)C (2-[4-(Dimethoxy-phosphoryl)-but-2-enyl]-6-(4-hydroxy-6-methoxy-7-methyl-3-oxo-1,3-dihydro-isobenzofuran-5-yl)-4-methyl-hex-4-enoic acid). As a reaction SMILES: C[O:2][C:3](=[O:34])[CH:4]([CH2:24][CH:25]=[CH:26][CH2:27][P:28]([O:32][CH3:33])([O:30][CH3:31])=[O:29])[CH2:5][C:6]([CH3:23])=[CH:7][CH2:8][C:9]1[C:10]([OH:22])=[C:11]2[C:15](=[C:16]([CH3:20])[C:17]=1[O:18][CH3:19])[CH2:14][O:13][C:12]2=[O:21].O[Li].O>O.CO.C1COCC1>[CH3:31][O:30][P:28]([CH2:27][CH:26]=[CH:25][CH2:24][CH:4]([CH2:5][C:6]([CH3:23])=[CH:7][CH2:8][C:9]1[C:10]([OH:22])=[C:11]2[C:15](=[C:16]([CH3:20])[C:17]=1[O:18][CH3:19])[CH2:14][O:13][C:12]2=[O:21])[C:3]([OH:34])=[O:2])([O:32][CH3:33])=[O:29] |f:1.2,3.4.5|. Reported procedure: 2-[4-(Dimethoxy-phosphoryl)-but-2-enyl]-6-(4-hydroxy-6-methoxy-7-methyl-3-oxo-1,3-dihydro-isobenzofuran-5-yl)-4-methyl-hex-4-enoic acid methyl ester (460 mg, 0.927 mmol) in a solution of 1:1:2 of H2O/MeOH/THF (8 mL) was stirred with LiOH.H2O (78 mg, 1.86 mmol) at ambient temperature for 12 hours. A second batch of LiOH.H2O (40 mg, 0.952 mmol) was added. The reaction mixture was stirred at room temperature for another 16 hours, after which no further progress was observed. The reaction was quench...